This data is from the Open Reaction Database (ORD), a public repository of structured organic reaction records. The task is: describe an organic reaction: reactants, conditions, products, and yield Reactants: CCCCC(=O)Cl, N#Cc1ccccc1-c1ccc(CNC2(C(=O)OCc3ccccc3)CCCCC2)cc1, CCOC(C)=O, CCN(C(C)C)C(C)C, N. Yields the product CCCCC(=O)N(Cc1ccc(-c2ccccc2C#N)cc1)C1(C(=O)OCc2ccccc2)CCCCC1. As a reaction SMILES: [C:42]([CH2:43][CH2:44][CH2:45][CH3:46])(=[O:47])[Cl:48].[CH2:1]([c:2]1[cH:3][cH:4][cH:5][cH:6][cH:7]1)[O:8][C:9](=[O:10])[C:11]1([NH:17][CH2:18][c:19]2[cH:20][cH:21][c:22](-[c:25]3[c:26]([C:31]#[N:32])[cH:27][cH:28][cH:29][cH:30]3)[cH:23][cH:24]2)[CH2:12][CH2:13][CH2:14][CH2:15][CH2:16]1.[CH3:50][CH2:51][O:52][C:53](=[O:54])[CH3:55].[CH:33]([N:34]([CH:35]([CH3:36])[CH3:37])[CH2:38][CH3:39])([CH3:40])[CH3:41].[NH3:49]>>[CH2:1]([c:2]1[cH:3][cH:4][cH:5][cH:6][cH:7]1)[O:8][C:9](=[O:10])[C:11]1([N:17]([CH2:18][c:19]2[cH:20][cH:21][c:22](-[c:25]3[c:26]([C:31]#[N:32])[cH:27][cH:28][cH:29][cH:30]3)[cH:23][cH:24]2)[C:42]([CH2:43][CH2:44][CH2:45][CH3:46])=[O:47])[CH2:12][CH2:13][CH2:14][CH2:15][CH2:16]1. Starting materials: C=CCC(C(=O)OCC)c1csc(NC(=O)OC(C)(C)C)n1, [Li]C(C)(C)C, C1CCOC1, CCCCCC, CI. Product: C=CCC(C)(C(=O)OCC)c1csc(NC(=O)OC(C)(C)C)n1. As a reaction SMILES: [C:1]([CH3:2])([CH3:3])([CH3:4])[O:5][C:6](=[O:7])[NH:8][c:9]1[s:10][cH:11][c:12]([CH:14]([C:15](=[O:16])[O:17][CH2:18][CH3:19])[CH2:20][CH:21]=[CH2:22])[n:13]1.[C:23]([Li:24])([CH3:25])([CH3:26])[CH3:27].[CH2:30]1[O:31][CH2:32][CH2:33][CH2:34]1.[CH3:35][CH2:36][CH2:37][CH2:38][CH2:39][CH3:40].[I:28][CH3:29]>>[C:1]([CH3:2])([CH3:3])([CH3:4])[O:5][C:6](=[O:7])[NH:8][c:9]1[s:10][cH:11][c:12]([C:14]([C:15](=[O:16])[O:17][CH2:18][CH3:19])([CH2:20][CH:21]=[CH2:22])[CH3:23])[n:13]1. Reaction SMILES: [Br:17][N:18]1[C:19](=[O:20])[CH2:21][CH2:22][C:23]1=[O:24].[C:25]([O:26][O:27][C:28](=[O:29])[c:30]1[cH:31][cH:32][cH:33][cH:34][cH:35]1)(=[O:36])[c:37]1[cH:38][cH:39][cH:40][cH:41][cH:42]1.[C:51]([O:52][O:53][C:54](=[O:55])[c:56]1[cH:57][cH:58][cH:59][cH:60][cH:61]1)(=[O:62])[c:63]1[cH:64][cH:65][cH:66][cH:67][cH:68]1.[CH3:1][c:2]1[c:3]([C:4](=[O:5])[O:6][CH3:7])[cH:8][cH:9][c:10]([S:13](=[O:14])(=[O:15])[CH3:16])[c:11]1[F:12].[Cl:69][C:70]([Cl:71])([Cl:72])[Cl:73].[O:43]=[C:44]1[N:45]([Br:46])[C:47](=[O:48])[CH2:49][CH2:50]1>>[CH2:1]([c:2]1[c:3]([C:4](=[O:5])[O:6][CH3:7])[cH:8][cH:9][c:10]([S:13](=[O:14])(=[O:15])[CH3:16])[c:11]1[F:12])[Br:17]. Reactants: O=C1CCC(=O)N1Br, O=C(OOC(=O)c1ccccc1)c1ccccc1, O=C(OOC(=O)c1ccccc1)c1ccccc1, COC(=O)c1ccc(S(C)(=O)=O)c(F)c1C, ClC(Cl)(Cl)Cl, O=C1CCC(=O)N1Br. Yields the product COC(=O)c1ccc(S(C)(=O)=O)c(F)c1CBr. Starting materials: C(CN)N (ethylenediamine), FC1=C(C(=O)Cl)C=C(C(=C1)F)F (2,4,5-trifluorobenzoylchloride), C(C)#N (acetonitrile). Product: FC1=C(CN2C(N(CC2)CC2=C(C=C(C(=C2)F)F)F)=N)C=C(C(=C1)F)F (1,3-Bis-(2,4,5-trifluorobenzyl)imidazolidin-2-ylideneamine), N,N′-dibenzoylated ethylenediamine. RXN SMILES: [CH2:1]([NH2:4])[CH2:2][NH2:3].[F:5][C:6]1[CH:14]=[C:13]([F:15])[C:12]([F:16])=[CH:11][C:7]=1[C:8](Cl)=O.[C:17](#[N:19])C>>[F:5][C:6]1[CH:14]=[C:13]([F:15])[C:12]([F:16])=[CH:11][C:7]=1[CH2:8][N:3]1[CH2:2][CH2:1][N:4]([CH2:8][C:7]2[CH:11]=[C:12]([F:16])[C:13]([F:15])=[CH:14][C:6]=2[F:5])[C:17]1=[NH:19]. Reported procedure: The title compound was prepared in three steps as described in Procedure D. In the first step, ethylenediamine was reacted in acetonitrile with 2,4,5-trifluorobenzoylchloride (2 eq) in the presence of TEA to give the N,N′-dibenzoylated ethylenediamine upon aqueous work-up. After the last step (reaction with cyanogen bromide, performed at 200° C. for 60 min using MW heating), the precipitated solid was filtered off and recrystallized to give the title compound as the hydrogen bromide salt. MS (ES...